The task is: describe an organic reaction: reactants, conditions, products, and yield. This data is from the Open Reaction Database (ORD), a public repository of structured organic reaction records. The reactants are COC(C1=C(C=CC=C1)N1CCN(CC1)CCOC)=O ([4-(2-methoxy-ethyl)-piperazin-1-yl]-benzoic acid methyl ester), Cl (HCl). The product is Cl.COCCN1CCN(CC1)C1=C(C(=O)O)C=CC=C1 ([4-(2-methoxy-ethyl)-piperazin-1-yl]-benzoic acid hydrochloride). RXN SMILES: C[O:2][C:3](=[O:20])[C:4]1[CH:9]=[CH:8][CH:7]=[CH:6][C:5]=1[N:10]1[CH2:15][CH2:14][N:13]([CH2:16][CH2:17][O:18][CH3:19])[CH2:12][CH2:11]1.[ClH:21]>>[ClH:21].[CH3:19][O:18][CH2:17][CH2:16][N:13]1[CH2:14][CH2:15][N:10]([C:5]2[CH:6]=[CH:7][CH:8]=[CH:9][C:4]=2[C:3]([OH:20])=[O:2])[CH2:11][CH2:12]1 |f:2.3|. Reported procedure: [4-(2-methoxy-ethyl)-piperazin-1-yl]-benzoic acid methyl ester (17 mmol) is dissolved in 4N HCl (70 ml) and heated under reflux for 5 hours. After cooling the solvent is evaporated and the residue is suspended in ethanol and the solid filtered of, washed with diethylether and dried (vacuum). A powder with mp. >270° C., Rf=0.35 (CH2Cl2/MeOH=9:1) is obtained. Reactants: BrC1=C(C(=CC(=C1)C1=C2C=CC=CC2=C(C2=C1C1=C(S2)C=CC=C1)Br)Br)O (2,6-Dibromo-4-(6-bromo-benzo[b]naphtho[2,3-d]thiophen-11-yl)-phenol), C([C@@H](O)C1=CC=CC=C1)(=O)OC (methly (s)-(+)-mandelate). Product: BrC1=C(O[C@@H](C(=O)O)C2=CC=CC=C2)C(=CC(=C1)C1=C2C=CC=CC2=C(C2=C1C1=C(S2)C=CC=C1)Br)Br ((R)-[2,6-Dibromo-4-(6-bromo-benzo[b]naphtho[2,3-d]thiophen-11-yl)-phenoxy]-phenyl-acetic acid). Reaction SMILES: [Br:1][C:2]1[CH:7]=[C:6]([C:8]2[C:17]3[C:18]4[CH:24]=[CH:23][CH:22]=[CH:21][C:19]=4[S:20][C:16]=3[C:15]([Br:25])=[C:14]3[C:9]=2[CH:10]=[CH:11][CH:12]=[CH:13]3)[CH:5]=[C:4]([Br:26])[C:3]=1[OH:27].[C:28]([O:38]C)(=[O:37])[C@H:29]([C:31]1[CH:36]=[CH:35][CH:34]=[CH:33][CH:32]=1)O>>[Br:26][C:4]1[CH:5]=[C:6]([C:8]2[C:17]3[C:18]4[CH:24]=[CH:23][CH:22]=[CH:21][C:19]=4[S:20][C:16]=3[C:15]([Br:25])=[C:14]3[C:9]=2[CH:10]=[CH:11][CH:12]=[CH:13]3)[CH:7]=[C:2]([Br:1])[C:3]=1[O:27][C@H:29]([C:31]1[CH:36]=[CH:35][CH:34]=[CH:33][CH:32]=1)[C:28]([OH:38])=[O:37]. Procedure: Prepared from 2,6-dibromo-4-(6-bromo-benzo[b]naphtho [2,3-d]thiophen-11 -yl)-phenol (Example 21) and commercially avialable methly (s)-(+)-mandelate. White solid: mp 135-137° C.: MS (FAB-): [M-H]-, 693; Anal. Calc. for C3OH17Br3O3S: C, 51.68, H, 2.46, N, 0.00. Found: C 51.57, H, 2.89, N, 0.14. Reactants: COc1cc([N+](=O)[O-])c(C(=O)N2CCCC2CO)cc1OCc1ccccc1, CO, Cl[Sn]Cl. Yields the product COc1cc(N)c(C(=O)N2CCCC2CO)cc1OCc1ccccc1. RXN SMILES: [CH2:1]([c:2]1[cH:3][cH:4][cH:5][cH:6][cH:7]1)[O:8][c:9]1[c:10]([O:27][CH3:28])[cH:11][c:12]([N+:24]([O-:25])=[O:26])[c:13]([C:14](=[O:15])[N:16]2[CH:17]([CH2:21][OH:22])[CH2:18][CH2:19][CH2:20]2)[cH:23]1.[CH3:32][OH:33].[Sn:29]([Cl:30])[Cl:31]>>[CH2:1]([c:2]1[cH:3][cH:4][cH:5][cH:6][cH:7]1)[O:8][c:9]1[c:10]([O:27][CH3:28])[cH:11][c:12]([NH2:24])[c:13]([C:14](=[O:15])[N:16]2[CH:17]([CH2:21][OH:22])[CH2:18][CH2:19][CH2:20]2)[cH:23]1.